Dataset: the Open Reaction Database (ORD), a public repository of structured organic reaction records. Task: describe an organic reaction: reactants, conditions, products, and yield Reactants: CC1(OCCO1)C=1N=C(SC1)CN1N=C(C=C1)N (1-[4-(2-methyl-[1,3]dioxolan-2-yl)-thiazol-2-ylmethyl]-1H-pyrazol-3-ylamine), FC=1C=C(C=CC1)C1=C(N=CO1)C(=O)O (5-(3-fluoro-phenyl)-oxazole-4-carboxylic acid). Product: C(C)(=O)C=1N=C(SC1)CN1N=C(C=C1)NC(=O)C=1N=COC1C1=CC(=CC=C1)F (5-(3-Fluoro-phenyl)-oxazole-4-carboxylic acid [1-(4-acetyl-thiazol-2-ylmethyl)-1H-pyrazol-3-yl]-amide). As a reaction SMILES: [CH3:1][C:2]1([C:7]2[N:8]=[C:9]([CH2:12][N:13]3[CH:17]=[CH:16][C:15]([NH2:18])=[N:14]3)[S:10][CH:11]=2)[O:6]CCO1.[F:19][C:20]1[CH:21]=[C:22]([C:26]2[O:30][CH:29]=[N:28][C:27]=2[C:31](O)=[O:32])[CH:23]=[CH:24][CH:25]=1>>[C:2]([C:7]1[N:8]=[C:9]([CH2:12][N:13]2[CH:17]=[CH:16][C:15]([NH:18][C:31]([C:27]3[N:28]=[CH:29][O:30][C:26]=3[C:22]3[CH:23]=[CH:24][CH:25]=[C:20]([F:19])[CH:21]=3)=[O:32])=[N:14]2)[S:10][CH:11]=1)(=[O:6])[CH3:1]. Reported procedure: Following general procedure B followed by C, starting from 1-[4-(2-methyl-[1,3]dioxolan-2-yl)-thiazol-2-ylmethyl]-1H-pyrazol-3-ylamine and 5-(3-fluoro-phenyl)-oxazole-4-carboxylic acid. LC-MS-conditions 05: tR=0.84 min; [M+H]+=412.07.